From a dataset of the Open Reaction Database (ORD), a public repository of structured organic reaction records. describe an organic reaction: reactants, conditions, products, and yield The reactants are ClCC(=O)NC1CCCN(C2=C1C=CC=C2)C(C2=CC=C(C=C2)NC(C2=C(C=CC=C2)C)=O)=O (5-(2-chloroacetylamino)-1-[4-(2-methylbenzoylamino)benzoyl]-2,3,4,5-tetrahydro-1H-benzazepine), Cl.CNC (dimethylamine hydrochloride), C([O-])([O-])=O.[K+].[K+] (potassium carbonate). Run in CN(C=O)C (dimethylformamide). Conditions: time 2 day. Product: CN(CC(=O)NC1CCCN(C2=C1C=CC=C2)C(C2=CC=C(C=C2)NC(C2=C(C=CC=C2)C)=O)=O)C (5-(2-dimethylaminoacetylamino)-1-[4-(2-methylbenzoylamino)benzoyl]-2,3,4,5-tetrahydro-1H-benzazepine). Isolated yield 39.3%. RXN SMILES: Cl[CH2:2][C:3]([NH:5][CH:6]1[C:12]2[CH:13]=[CH:14][CH:15]=[CH:16][C:11]=2[N:10]([C:17](=[O:34])[C:18]2[CH:23]=[CH:22][C:21]([NH:24][C:25](=[O:33])[C:26]3[CH:31]=[CH:30][CH:29]=[CH:28][C:27]=3[CH3:32])=[CH:20][CH:19]=2)[CH2:9][CH2:8][CH2:7]1)=[O:4].Cl.[CH3:36][NH:37][CH3:38].C(=O)([O-])[O-].[K+].[K+]>CN(C)C=O>[CH3:36][N:37]([CH3:38])[CH2:2][C:3]([NH:5][CH:6]1[C:12]2[CH:13]=[CH:14][CH:15]=[CH:16][C:11]=2[N:10]([C:17](=[O:34])[C:18]2[CH:23]=[CH:22][C:21]([NH:24][C:25](=[O:33])[C:26]3[CH:31]=[CH:30][CH:29]=[CH:28][C:27]=3[CH3:32])=[CH:20][CH:19]=2)[CH2:9][CH2:8][CH2:7]1)=[O:4] |f:1.2,3.4.5|. Reported procedure: To a solution of 5-(2-chloroacetylamino)-1-[4-(2-methylbenzoylamino)benzoyl]-2,3,4,5-tetrahydro-1H-benzazepine (0.6 g) in dimethylformamide (20 ml) are added dimethylamine hydrochloride (0.21 g) and potassium carbonate (0.54 g), and the mixture is stirred at room temperature for 2 days. The reaction solution is concentrated and water is added to the resulting residue. The precipitated crystal is collected by filtration, and recrystallized from ethyl acetate to give 5-(2-dimethylaminoacetylamino)... Reactants: NC=1C(N(C(N(C1C)C1=CC(=CC=C1)C(F)(F)F)=O)C(C)C)=O (5-amino-3-isopropyl-6-methyl-1-(3-trifluoromethylphenyl)pyrimidin-2,4(1H,3H)-dione), C(#N)C1=CC=C(C(=O)NN)C=C1 (4-cyanobenzohydrazide), C(C)(=O)O (acetic acid), residue, COC(N(C)C)OC (dimethylformamide dimethylacetal), C(C)(=O)O (acetic acid). Run in O (water), CN(C=O)C (N,N-dimethy formamide). Reaction conditions: time 2 hour. Product: C(C)(C)N1C(N(C(=C(C1=O)N1C(=NN=C1)C1=CC=C(C#N)C=C1)C)C1=CC(=CC=C1)C(F)(F)F)=O (4-(4-(3-isopropyl-6-methyl-2,4-dioxo-1-(3-(trifluoromethyl)phenyl)-1,2,3,4-tetrahydropyrimidin-5-yl)-4H-1,2,4-triazol-3-yl)benzonitrile). RXN SMILES: [NH2:1][C:2]1[C:3](=[O:23])[N:4]([CH:20]([CH3:22])[CH3:21])[C:5](=[O:19])[N:6]([C:9]2[CH:14]=[CH:13][CH:12]=[C:11]([C:15]([F:18])([F:17])[F:16])[CH:10]=2)[C:7]=1[CH3:8].[CH3:24]OC(OC)N(C)C.C(O)(=O)C.[C:36]([C:38]1[CH:47]=[CH:46][C:41]([C:42]([NH:44][NH2:45])=O)=[CH:40][CH:39]=1)#[N:37]>CN(C)C=O.O>[CH:20]([N:4]1[C:3](=[O:23])[C:2]([N:1]2[CH:24]=[N:45][N:44]=[C:42]2[C:41]2[CH:46]=[CH:47][C:38]([C:36]#[N:37])=[CH:39][CH:40]=2)=[C:7]([CH3:8])[N:6]([C:9]2[CH:14]=[CH:13][CH:12]=[C:11]([C:15]([F:17])([F:16])[F:18])[CH:10]=2)[C:5]1=[O:19])([CH3:21])[CH3:22]. Reported procedure: To a solution of 3-isopropyl-6-methyl-5-nitro-1-(3-trifluoromethylphenyl)pyrimidin-2,4(1H,3H)-dione (prepared in Reference Example 195) (1.68 g) in ethyl acetate/methanol (20.0 ml/20.0 ml) was added palladium hydroxide (500.0 mg) and the resulting mixture was performed catalytic hydrogenation at room temperature for four and a half hours. The reaction mixture was degassed and then filtered through Celite (trade mark) and then concentrated under reduced pressure to afford the residue (897.0 mg) c... Reactants: CCCCC([Sn])=C(CCCC)CCCC, COC(=O)c1ccc(Br)cc1[N+](=O)[O-], CCOC(C)=O, C1COCCO1. Product: C=Cc1ccc(C(=O)OC)c([N+](=O)[O-])c1. Reaction SMILES: [CH2:15]([CH2:16][CH2:28][CH3:29])[C:17]([Sn:18])=[C:19]([CH2:20][CH2:21][CH2:22][CH3:23])[CH2:24][CH2:25][CH2:26][CH3:27].[CH3:1][O:2][C:3]([c:4]1[c:5]([N+:11](=[O:12])[O-:13])[cH:6][c:7]([Br:10])[cH:8][cH:9]1)=[O:14].[CH3:36][CH2:37][O:38][C:39]([CH3:40])=[O:41].[O:30]1[CH2:31][CH2:32][O:33][CH2:34][CH2:35]1>>[CH3:1][O:2][C:3]([c:4]1[c:5]([N+:11](=[O:12])[O-:13])[cH:6][c:7]([CH:15]=[CH2:16])[cH:8][cH:9]1)=[O:14]. Reactants: NCCC[Si](OC)(OC)OC (3-aminopropyltrimethoxysilane), C(C=C)(=O)O.C(C=C)(=O)O.C(C=C)(=O)O.C(O)C(CC)(CO)CO (trimethylolpropane triacrylate), C(C)(C)O (isopropanol), solution, glycol ether, 1034A. Solvent: C(C)(=O)O (acetic acid). Reaction conditions: time 72 hour. Product: C(C=C)(=O)O.NC(=O)OCC (Urethane Acrylate). Reaction SMILES: [NH2:1]CCC[Si](OC)(OC)OC.[C:12]([OH:16])(=[O:15])[CH:13]=[CH2:14].[C:17]([OH:21])(=[O:20])C=C.C(O)(=O)[CH:23]=[CH2:24].C(C(CO)(CO)CC)O.C(O)(C)C>C(O)(=O)C>[C:12]([OH:16])(=[O:15])[CH:13]=[CH2:14].[NH2:1][C:17]([O:21][CH2:23][CH3:24])=[O:20] |f:1.2.3.4,7.8|. Procedure details: A mixture of 5.40 g of 3-aminopropyltrimethoxysilane, 6.80 g of hexanedioldiacrylate, 19.0 g of trimethylolpropane triacrylate, and 57.9 g of isopropanol is stirred at room temperature for 72 hours. To the mixture, 1.15 g of acetic acid is added, and the mixture is stirred for 5 minutes. Next, 56.2 g of NALCO 1034A is added under vigorous agitation. The resulting mixture is stirred at room temperature for 1 hour. 0.34 g of a solution of EBECRYL 1360 (50% by weight in PM glycol ether) and 1.80 g ...